Dataset: the Open Reaction Database (ORD), a public repository of structured organic reaction records. Task: describe an organic reaction: reactants, conditions, products, and yield Starting materials: CN(C1=C(C(=O)C2=C(C(=O)O)C(=C(C(=C2Cl)Cl)Cl)Cl)C=CC(=C1)N(C)C)C (2-(2,4-bis(dimethylamino)benzoyl)-3,4,5,6-tetrachlorobenzoic acid), CN(C1=CC(=CC=C1)N(C)C)C (N,N,N',N'-tetramethyl-m-phenylenediamine), C(C)(=O)OC(C)=O (acetic anhydride). Solvent: CCCCCC (hexane). Yields the product CN(C1=C(C=CC(=C1)N(C)C)C1(OC(=O)C2=C(C(=C(C(=C12)Cl)Cl)Cl)Cl)C1=C(C=C(C=C1)N(C)C)N(C)C)C (3,3-bis(2,4-bis(dimethylamino)phenyl)-4,5,6,7-tetrachlorophthalide). RXN SMILES: [CH3:1][N:2]([CH3:27])[C:3]1[CH:23]=[C:22]([N:24]([CH3:26])[CH3:25])[CH:21]=[CH:20][C:4]=1[C:5]([C:7]1[C:15]([Cl:16])=[C:14]([Cl:17])[C:13]([Cl:18])=[C:12]([Cl:19])[C:8]=1[C:9](O)=[O:10])=[O:6].[CH3:28][N:29]([CH3:39])[C:30]1[CH:35]=[CH:34][CH:33]=[C:32]([N:36]([CH3:38])[CH3:37])[CH:31]=1.C(OC(=O)C)(=O)C>CCCCCC>[CH3:37][N:36]([CH3:38])[C:32]1[CH:31]=[C:30]([N:29]([CH3:39])[CH3:28])[CH:35]=[CH:34][C:33]=1[C:5]1([C:4]2[CH:20]=[CH:21][C:22]([N:24]([CH3:26])[CH3:25])=[CH:23][C:3]=2[N:2]([CH3:27])[CH3:1])[C:7]2[C:8](=[C:12]([Cl:19])[C:13]([Cl:18])=[C:14]([Cl:17])[C:15]=2[Cl:16])[C:9](=[O:10])[O:6]1. Procedure: A mixture of most of the 2-(2,4-bis(dimethylamino)benzoyl)-3,4,5,6-tetrachlorobenzoic acid from part A of this example, N,N,N',N'-tetramethyl-m-phenylenediamine (0.82 g. plus 0.4 g.) and acetic anhydride was heated under reflux. Concentration of a toluene extract of the resulting product gave a tar, which was slurried in hexane, affording 3,3-bis(2,4-bis(dimethylamino)phenyl)-4,5,6,7-tetrachlorophthalide (I: X=Y2 =Y4 =(CH3)2N, Z4 =Z5 =Z6 =Z7 =Cl) (m.p. 195°-197° C.). Starting materials: solution, C(CCC)[Li] (n-butyllithium), C(C)(C)(C)C(C(C)(C)C)(CC=C)O (3-tert-butyl-2,2-dimethylhex-5-en-3-ol), [NH4+].[Cl-] (NH4Cl), C(C1=CC=CC=C1)=O (benzaldehyde). Reagents/catalysts: [Zn+2].[Br-].[Br-] (ZnBr2). Solvent: CCCCC (pentane), C1CCOC1 (THF), C(C)OCC (diethyl ether), C1CCOC1 (THF). Reaction conditions: time 15 minute. The product is C1(=CC=CC=C1)C(CC=C)O (1-phenyl-but-3-en-1-ol). Reaction SMILES: [CH2:1]([Li])[CH2:2][CH2:3]C.C([C:10]([OH:18])([CH2:15][CH:16]=[CH2:17])[C:11]([CH3:14])([CH3:13])C)(C)(C)C.C(=O)C1C=CC=CC=1.[NH4+].[Cl-]>CCCCC.C1COCC1.[Zn+2].[Br-].[Br-].C(OCC)C>[C:11]1([CH:10]([OH:18])[CH2:15][CH:16]=[CH2:17])[CH:13]=[CH:3][CH:2]=[CH:1][CH:14]=1 |f:3.4,7.8.9|. Reported procedure: 1.94 ml of a 1.4-molar solution of n-butyllithium (2.71 mmol) in pentane were added dropwise at 0° C. under argon for 2 min to a stirred solution of 500 mg (2.71 mmol) 3-tert-butyl-2,2-dimethylhex-5-en-3-ol in 4 ml THF. The solution obtained was stirred for 15 minutes, and then a solution of 610 mg (2.71 mmol) ZnBr2 in 2 ml THF and subsequently 275 μl (2.71 mmol) benzaldehyde were added. The reaction mixture was stirred for 1 hour and heated to room temperature. Subsequently, 15 ml NH4Cl solutio... Starting materials: C(=O)NC1=CC=CC=C1 (formanilide), ClCCC12CCCN2CCC1 (5-(2-chloroethyl)-1-azabicyclo[3.3.0]octane). The product is N12CCCC2(CCC1)CCN(C1=CC=CC=C1)C=O (2-(1-Azabicyclo[3.3.0]octan-5-yl)ethyl-N-formylaniline), liquid. Isolated yield 88.1%. As a reaction SMILES: [CH:1]([NH:3][C:4]1[CH:9]=[CH:8][CH:7]=[CH:6][CH:5]=1)=[O:2].Cl[CH2:11][CH2:12][C:13]12[CH2:20][CH2:19][CH2:18][N:17]1[CH2:16][CH2:15][CH2:14]2>>[N:17]12[CH2:18][CH2:19][CH2:20][C:13]1([CH2:12][CH2:11][N:3]([CH:1]=[O:2])[C:4]1[CH:9]=[CH:8][CH:7]=[CH:6][CH:5]=1)[CH2:14][CH2:15][CH2:16]2. Reported procedure: The procedures described in Example 2 were repeated except that formanilide (1.80 g, 14.9 mmol) and 5-(2-chloroethyl)-1-azabicyclo[3.3.0]octane (hydrochloride, 3.43 g, 16.3 mmol ) were employed. In this case, the desired compound was obtained as a pale yellow liquid (3.39 g, 88.1 %). Starting materials: NC1=C(C(=NC=N1)N[C@@H](C)C1=NN2C(C(N1C1=CC=CC=C1)=O)=C(C=C2)C)Br ((S)-2-(1-((6-Amino-5-bromopyrimidin-4-yl)amino)ethyl)-5-methyl-3-phenylpyrrolo[2,1-f][1,2,4]triazin-4(3H)-one), FC=1C=C(C=C(C1O)F)B(O)O ((3,5-difluoro-4-hydroxyphenyl)boronic acid), C([O-])([O-])=O.[Na+].[Na+] (sodium carbonate). The product is NC1=C(C(=NC=N1)N[C@@H](C)C1=NN2C(C(N1C1=CC=CC=C1)=O)=C(C=C2)C)C2=CC(=C(C(=C2)F)O)F ((S)-2-(1-((6-Amino-5-(3,5-difluoro-4-hydroxyphenyl)pyrimidin-4-yl)amino)ethyl)-5-methyl-3-phenylpyrrolo[2,1-f][1,2,4]triazin-4(3H)-one). The yield is 15.2%. RXN SMILES: [NH2:1][C:2]1[N:7]=[CH:6][N:5]=[C:4]([NH:8][C@H:9]([C:11]2[N:16]([C:17]3[CH:22]=[CH:21][CH:20]=[CH:19][CH:18]=3)[C:15](=[O:23])[C:14]3=[C:24]([CH3:27])[CH:25]=[CH:26][N:13]3[N:12]=2)[CH3:10])[C:3]=1Br.[F:29][C:30]1[CH:31]=[C:32](B(O)O)[CH:33]=[C:34]([F:37])[C:35]=1[OH:36].C(=O)([O-])[O-].[Na+].[Na+]>>[NH2:1][C:2]1[N:7]=[CH:6][N:5]=[C:4]([NH:8][C@H:9]([C:11]2[N:16]([C:17]3[CH:22]=[CH:21][CH:20]=[CH:19][CH:18]=3)[C:15](=[O:23])[C:14]3=[C:24]([CH3:27])[CH:25]=[CH:26][N:13]3[N:12]=2)[CH3:10])[C:3]=1[C:32]1[CH:31]=[C:30]([F:29])[C:35]([OH:36])=[C:34]([F:37])[CH:33]=1 |f:2.3.4|. Procedure details: (S)-2-(1-((6-Amino-5-bromopyrimidin-4-yl)amino)ethyl)-5-methyl-3-phenylpyrrolo[2,1-f][1,2,4]triazin-4(3H)-one (260 mg, 0.59 mmol) was treated with (3,5-difluoro-4-hydroxyphenyl)boronic acid (154 mg, 0.89 mmol), sodium carbonate (2 M, 1.33 mL, 2.66 mmol) and 2′-(dimethylamino)-2-biphenylyl-palladium(II) chloride dinorbornylphosphine complex (17 mg, 0.03 mmol) according to the method described in the Preparation 17. The residue was purified using SP1® Purification System (0% to 60%, hexane-ethyl a... Starting materials: ClCCl, O=[N+]([O-])O, O=S(=O)(Cl)c1cc2ccccc2s1. The product is O=[N+]([O-])c1c(S(=O)(=O)Cl)sc2ccccc12. As a reaction SMILES: [Cl:18][CH2:19][Cl:20].[OH:14][N+:15]([O-:16])=[O:17].[s:1]1[c:2]2[c:3]([cH:4][c:5]1[S:6](=[O:7])(=[O:8])[Cl:9])[cH:10][cH:11][cH:12][cH:13]2>>[s:1]1[c:2]2[c:3]([c:4]([N+:15](=[O:14])[O-:16])[c:5]1[S:6](=[O:7])(=[O:8])[Cl:9])[cH:10][cH:11][cH:12][cH:13]2. The reactants are [OH-].[K+] (potassium hydroxide), C(COCCO)O (diethylene glycol), C1OC2=CC(=C(C=C2O1)[N+](=O)[O-])[N+](=O)[O-] (4,5-methylenedioxy-1,2-dinitrobenzene). Reported procedure: 0.4 mol (26.4 g) of 85% pure potassium hydroxide pellets is added at 70° C. to 200 ml of diethylene glycol. 0.2 mol (42.4 g) of 4,5-methylenedioxy-1,2-dinitrobenzene is added to this solution. The heating is maintained for 31/2 hours. After dilution with ice-cold water and neutralization with 22 ml of acetic acid, the expected product precipitates. After being dried, it is recrystallized from 96° strength alcohol. It melts at 135° C. RXN SMILES: [OH-].[K+].[CH2:3]1[O:11][C:10]2[C:5](=[CH:6][C:7]([N+:15]([O-:17])=[O:16])=[C:8]([N+:12]([O-:14])=[O:13])[CH:9]=2)[O:4]1.[CH2:18]([OH:24])[CH2:19][O:20][CH2:21]CO>>[N+:12]([C:8]1[C:7]([N+:15]([O-:17])=[O:16])=[CH:6][C:5]([OH:4])=[C:10]([O:11][CH2:3][CH2:21][O:20][CH2:19][CH2:18][OH:24])[CH:9]=1)([O-:14])=[O:13] |f:0.1|. Product: [N+](=O)([O-])C1=CC(=C(C=C1[N+](=O)[O-])O)OCCOCCO (4,5-dinitro-2-[β-(2-hydroxyethoxy)ethoxy]phenol). The solvent is O1CCCC1 (tetrahydrofuran). Conditions: time 20 minute. Procedure: To a solution of 5-fluoro-2-methoxynicotinic acid (1 g, 5.8 mmol) in tetrahydrofuran (10 mL) was added 1,1′-carbonyldiimidazole (1.4 g, 8.77 mmol, 1.5 eq.) portionwise over a 5 min period. The resulting solution was stirred at room temperature for 20 min before adding O,N-Dimethyl-hydroxylamine hydrochloride (0.63 g, 6.43 mmol, 1.1 eq.) and then stirred for a further 72 hr. The resulting mixture was then partitioned between ethyl acetate (30 mL) and 2M aqueous hydrochloric acid (30 mL). The orga... Product: FC=1C=NC(=C(C(=O)N(C)OC)C1)OC (5-Fluoro-2,N-dimethoxy-N-methyl-nicotinamide). Isolated yield 42.7%. Starting materials: FC=1C=NC(=C(C(=O)O)C1)OC (5-fluoro-2-methoxynicotinic acid), C(=O)(N1C=NC=C1)N1C=NC=C1 (1,1′-carbonyldiimidazole), Cl.CONC (O,N-Dimethyl-hydroxylamine hydrochloride). RXN SMILES: [F:1][C:2]1[CH:3]=[N:4][C:5]([O:11][CH3:12])=[C:6]([CH:10]=1)[C:7]([OH:9])=O.C(N1C=CN=C1)(N1C=CN=C1)=O.Cl.[CH3:26][O:27][NH:28][CH3:29]>O1CCCC1>[F:1][C:2]1[CH:3]=[N:4][C:5]([O:11][CH3:12])=[C:6]([CH:10]=1)[C:7]([N:28]([O:27][CH3:26])[CH3:29])=[O:9] |f:2.3|. Reactants: COC[C@@H](COCC1=CC=C(C=C1)[C@H]1C[C@H](N(C[C@@H]1OCC=1C=CC2=C(N(CCO2)CCCOC)C1)S(=O)(=O)C1=CC=C(C=C1)C)CO)C ([(2S,4R,5R)-4-[4-((S)-3-methoxy-2-methyl-propoxymethyl)-phenyl]-5-[4-(3-methoxy-propyl)-3,4-dihydro-2H-benzo[1,4]oxazin-6-ylmethoxy]-1-(toluene-4-sulfonyl)-piperidin-2-yl]-methanol). Solvent: CCOC(=O)C.CCCCCCC (EtOAc heptane). The product is COC[C@@H](COCC1=CC=C(C=C1)[C@H]1C[C@H](N(C[C@@H]1OCC=1C=CC2=C(N(CCO2)CCCOC)C1)S(=O)(=O)C1=CC=C(C=C1)C)COS(=O)(=O)C)C (Methanesulfonic acid (2S,4R,5R)-4-[4-((S)-3-methoxy-2-methyl-propoxymethyl)-phenyl]-5-[4-(3-methoxy-propyl)-3,4-dihydro-2H-benzo[1,4]oxazin-6-ylmethoxy]-1-(toluene-4-sulfonyl)-piperidin-2-ylmethyl ester). As a reaction SMILES: [CH3:1][O:2][CH2:3][C@H:4]([CH3:49])[CH2:5][O:6][CH2:7][C:8]1[CH:13]=[CH:12][C:11]([C@@H:14]2[C@@H:19]([O:20][CH2:21][C:22]3[CH:23]=[CH:24][C:25]4[O:30][CH2:29][CH2:28][N:27]([CH2:31][CH2:32][CH2:33][O:34][CH3:35])[C:26]=4[CH:36]=3)[CH2:18][N:17]([S:37]([C:40]3[CH:45]=[CH:44][C:43]([CH3:46])=[CH:42][CH:41]=3)(=[O:39])=[O:38])[C@H:16]([CH2:47][OH:48])[CH2:15]2)=[CH:10][CH:9]=1>CCOC(C)=O.CCCCCCC>[CH3:1][O:2][CH2:3][C@H:4]([CH3:49])[CH2:5][O:6][CH2:7][C:8]1[CH:13]=[CH:12][C:11]([C@@H:14]2[C@@H:19]([O:20][CH2:21][C:22]3[CH:23]=[CH:24][C:25]4[O:30][CH2:29][CH2:28][N:27]([CH2:31][CH2:32][CH2:33][O:34][CH3:35])[C:26]=4[CH:36]=3)[CH2:18][N:17]([S:37]([C:40]3[CH:45]=[CH:44][C:43]([CH3:46])=[CH:42][CH:41]=3)(=[O:38])=[O:39])[C@H:16]([CH2:47][O:48][S:37]([CH3:40])(=[O:39])=[O:38])[CH2:15]2)=[CH:10][CH:9]=1 |f:1.2|. Procedure: The title compound is prepared according to general procedure F starting from 1.0 mmol of [(2S,4R,5R)-4-[4-((S)-3-methoxy-2-methyl-propoxymethyl)-phenyl]-5-[4-(3-methoxy-propyl)-3,4-dihydro-2H-benzo[1,4]oxazin-6-ylmethoxy]-1-(toluene-4-sulfonyl)-piperidin-2-yl]-methanol. Rf=0.45 (EtOAc/heptane 2:1); Rt=5.52 (gradient I). The reactants are FC1=CC=C(C=C1)N1N=CC2=C1C=C1CCNC[C@]1(C2)C(=O)C2=NC=CC=C2 ((R)-(1-(4-fluorophenyl)-4,4a,5,6,7,8-hexahydro-1H-pyrazolo[3,4-g]isoquinolin-4a-yl)(pyridin-2-yl)methanone), ClCCl (dichloromethane), FC1=CC=C(C=C1)S(=O)(=O)Cl (4-fluoro-phenyl sulfonyl chloride), C(C)(C)N(CC)C(C)C (diisopropylethylamine). Run at time 1.25 hour. Yields the product FC1=CC=C(C=C1)N1N=CC2=C1C=C1CCN(C[C@]1(C2)C(=O)C2=NC=CC=C2)S(=O)(=O)C2=CC=C(C=C2)F ((R)-(1-(4-fluorophenyl)-6-((4-fluorophenyl)sulfonyl)-4,4a,5,6,7,8-hexahydro-1H-pyrazolo[3,4-g]isoquinolin-4a-yl)(pyridin-2-yl)methanone). As a reaction SMILES: [F:1][C:2]1[CH:7]=[CH:6][C:5]([N:8]2[C:12]3[CH:13]=[C:14]4[C@:19]([C:21]([C:23]5[CH:28]=[CH:27][CH:26]=[CH:25][N:24]=5)=[O:22])([CH2:20][C:11]=3[CH:10]=[N:9]2)[CH2:18][NH:17][CH2:16][CH2:15]4)=[CH:4][CH:3]=1.ClCCl.[F:32][C:33]1[CH:38]=[CH:37][C:36]([S:39](Cl)(=[O:41])=[O:40])=[CH:35][CH:34]=1.C(N(C(C)C)CC)(C)C>>[F:1][C:2]1[CH:7]=[CH:6][C:5]([N:8]2[C:12]3[CH:13]=[C:14]4[C@:19]([C:21]([C:23]5[CH:28]=[CH:27][CH:26]=[CH:25][N:24]=5)=[O:22])([CH2:20][C:11]=3[CH:10]=[N:9]2)[CH2:18][N:17]([S:39]([C:36]2[CH:37]=[CH:38][C:33]([F:32])=[CH:34][CH:35]=2)(=[O:41])=[O:40])[CH2:16][CH2:15]4)=[CH:4][CH:3]=1. Procedure details: A solution of (R)-(1-(4-fluorophenyl)-4,4a,5,6,7,8-hexahydro-1H-pyrazolo[3,4-g]isoquinolin-4a-yl)(pyridin-2-yl)methanone in dichloromethane (2.5 ml) (2.7 mL, ˜0.2 mmol) containing disiopropylethylamine (174 μL, 1 mmol) was added to 4-fluoro-phenyl sulfonyl chloride (48 mg, 0.25 mmol) and diisopropylethylamine (100 μL, 0.57 mmol) and the mixture stirred for 1.25 hours. The reaction mixture was concentrated under reduced pressure and the residue was purified by column chromatography on silica gel ... Starting materials: C1CCOC1 (THF), CCOCC (ether), C1(=CC=CC=C1)OP(=O)(OC1=CC=CC=C1)[O-].NC=1C=[N+](C=CC1)CCSC1=C(N2C([C@@H]([C@H]2C1)[C@@H](C)O)=O)C(=O)OCC1=CC=C(C=C1)[N+](=O)[O-] (p-nitrobenzyl (5R, 6S)-3(2-(3-aminopyridinio)ethyl thio)-6-(1-(R)-hydroxyethyl)-7-oxo-1-azabicyclo(3.2.0)hept-2-ene-2-carboxylate diphenylphosphate). Reagents/catalysts: [Pd] (palladium-on-charcoal). Solvent: P(=O)([O-])([O-])[O-] (phosphate). Conditions: time 1 hour. Product: NC=1C=[N+](C=CC1)CCSC1=C(N2C([C@@H]([C@H]2C1)[C@@H](C)O)=O)C(=O)[O-] ((5R, 6S)-3-[2-(3-aminopyridinio)ethylthio]-6-[1-(R)-hydroxyethyl]-7-oxo-1-azabicyclo[3.2.0]-hept-2-ene-2-carboxylate). Isolated yield 128.8%. As a reaction SMILES: C1(OP([O-])(OC2C=CC=CC=2)=O)C=CC=CC=1.[NH2:18][C:19]1[CH:20]=[N+:21]([CH2:25][CH2:26][S:27][C:28]2[CH2:34][C@H:33]3[N:30]([C:31](=[O:38])[C@@H:32]3[C@H:35]([OH:37])[CH3:36])[C:29]=2[C:39]([O:41]CC2C=CC([N+]([O-])=O)=CC=2)=[O:40])[CH:22]=[CH:23][CH:24]=1.C1COCC1.CCOCC>P([O-])([O-])([O-])=O.[Pd]>[NH2:18][C:19]1[CH:20]=[N+:21]([CH2:25][CH2:26][S:27][C:28]2[CH2:34][C@H:33]3[N:30]([C:31](=[O:38])[C@@H:32]3[C@H:35]([OH:37])[CH3:36])[C:29]=2[C:39]([O-:41])=[O:40])[CH:22]=[CH:23][CH:24]=1 |f:0.1|. Procedure details: To a mixture of p-nitrobenzyl (5R, 6S)-3(2-(3-aminopyridinio)ethyl thio)-6-(1-(R)-hydroxyethyl)-7-oxo-1-azabicyclo(3.2.0)hept-2-ene-2-carboxylate diphenylphosphate (0.730 g, 1.0 mmol) and 10% palladium-on-charcoal (0.7 g) in 25 mL of a phosphate buffer (0.05 m, pH 7.4) was added 8 mL of THF and 20 mL of ether. This mixture was then hydrogenated (Parr) at 40 psi for 1 h. The resulting mixture was filtered through a pad of Celite and the filter cake was washed with H2O and ether. The aqueous phase...